This data is from the Open Reaction Database (ORD), a public repository of structured organic reaction records. The task is: describe an organic reaction: reactants, conditions, products, and yield The reactants are O=C1c2ccccc2C(=O)N1CCCCBr, CC(C)=O, [I-], [Na+]. Product: O=C1c2ccccc2C(=O)N1CCCCI. Reaction SMILES: [C:1]1(=[O:16])[c:2]2[c:3]([cH:12][cH:13][cH:14][cH:15]2)[C:4](=[O:11])[N:5]1[CH2:6][CH2:7][CH2:8][CH2:9][Br:10].[CH3:19][C:20](=[O:21])[CH3:22].[I-:18].[Na+:17]>>[C:1]1(=[O:16])[c:2]2[c:3]([cH:12][cH:13][cH:14][cH:15]2)[C:4](=[O:11])[N:5]1[CH2:6][CH2:7][CH2:8][CH2:9][I:18]. The reactants are ClC(=C)Cl (1,1-dichloroethylene), C(O)([O-])=O.[Na+] (sodium hydrogen carbonate), cupric chloride dihydrate, NC=1C=CC(=C(C1)C(C(=O)O)C)F (2-(5-amino-2-fluorophenyl)propionic acid), aqueous solution, N(=O)[O-].[Na+] (sodium nitrite), Cl (hydrochloric acid). The solvent is C(C)(=O)OCC (ethyl acetate), CC(=O)C (acetone), CCCCCC (n-hexane). Reaction conditions: time 8 hour. Yields the product FC1=C(C=C(C=C1)CC(Cl)(Cl)Cl)C(C(=O)O)C (2-[2-fluoro-5-(2,2,2-trichloroethyl)phenyl]propionic acid). RXN SMILES: N[C:2]1[CH:3]=[CH:4][C:5]([F:13])=[C:6]([CH:8]([CH3:12])[C:9]([OH:11])=[O:10])[CH:7]=1.N([O-])=O.[Na+].[Cl:18][C:19]([Cl:21])=[CH2:20].C(=O)([O-])O.[Na+].[ClH:27]>C(OCC)(=O)C.CCCCCC.CC(C)=O>[F:13][C:5]1[CH:4]=[CH:3][C:2]([CH2:20][C:19]([Cl:27])([Cl:21])[Cl:18])=[CH:7][C:6]=1[CH:8]([CH3:12])[C:9]([OH:11])=[O:10] |f:1.2,4.5|. Reported procedure: In 12 ml of 18% aqueous hydrochloric acid was dissolved 4 g of 2-(5-amino-2-fluorophenyl)propionic acid, and 4 ml of an aqueous solution of 1.1 g of sodium nitrite was added dropwise while maintaining the temperature between -15° C. and -10° C. The mixture was stirred for an hour, to which 40 ml of acetone, 8 g of 1,1-dichloroethylene, 1250 mg of sodium hydrogen carbonate and 400 mg of cupric chloride dihydrate were successively added. The mixture was gradually warmed up to room temperature and ...